From a dataset of the Open Reaction Database (ORD), a public repository of structured organic reaction records. describe an organic reaction: reactants, conditions, products, and yield Reactants: C(C)(=O)OCC (Ethyl acetate), C([O-])([O-])=O.[K+].[K+] (Potassium carbonate), CI (methyl iodide), NC=1C=C(C=C(C1OC)C(C)(C)C)C(C)=O (1-[3-amino-5-(tert-butyl)-4-methoxyphenyl]-1-ethanone), CN(C=O)C (dimethylformamide). Conditions: time 13 hour. Yields the product C(C)(C)(C)C=1C=C(C=C(C1OC)N(C)C)C(C)=O (1-[3-(tert-Butyl)-5-(dimethylamino)-4-methoxyphenyl]-1-ethanone). Reaction SMILES: C(=O)([O-])[O-].[K+].[K+].CI.NC1[CH:11]=[C:12]([C:22](=[O:24])[CH3:23])[CH:13]=[C:14]([C:18]([CH3:21])([CH3:20])[CH3:19])[C:15]=1[O:16][CH3:17].C(OCC)(=O)C.[CH3:31][N:32]([CH3:35])[CH:33]=O>>[C:18]([C:14]1[CH:13]=[C:12]([C:22](=[O:24])[CH3:23])[CH:11]=[C:33]([N:32]([CH3:35])[CH3:31])[C:15]=1[O:16][CH3:17])([CH3:21])([CH3:19])[CH3:20] |f:0.1.2|. Procedure: Potassium carbonate (8.5 g, 62 mmol) and methyl iodide (8.8 g, 62 mmol) were added to a solution of 1-[3-amino-5-(tert-butyl)-4-methoxyphenyl]-1-ethanone (6 g, 21 mmol) in dimethylformamide (50 ml) and the mixture was stirred at room temperature for 13 hours. Ethyl acetate was added, the reaction mixture was washed with water and brine in that order and the organic layer was dried over anhydrous magnesium sulfate. The solvent was distilled off under reduced pressure and then the residue was puri... Starting materials: [OH-].[Na+] (NaOH), ClC1=C(OCC(=O)OCC)C=CC(=C1)C=1OC=CC1 (ethyl (2-chloro-4-furan-2-yl-phenoxy)-acetate), Cl (HCl), CCO (EtOH). The solvent is O (water), O (water). The product is ClC1=C(OCC(=O)O)C=CC(=C1)C=1OC=CC1 ((2-chloro-4-furan-2-yl-phenoxy)-acetic acid). Reaction SMILES: [OH-].[Na+].[Cl:3][C:4]1[CH:16]=[C:15]([C:17]2[O:18][CH:19]=[CH:20][CH:21]=2)[CH:14]=[CH:13][C:5]=1[O:6][CH2:7][C:8]([O:10]CC)=[O:9].CCO.Cl>O>[Cl:3][C:4]1[CH:16]=[C:15]([C:17]2[O:18][CH:19]=[CH:20][CH:21]=2)[CH:14]=[CH:13][C:5]=1[O:6][CH2:7][C:8]([OH:10])=[O:9] |f:0.1|. Procedure: 0.40 g (10.00 mmol) NaOH in 5 mL water was added to a solution of 0.280 g (2.672 mmol) ethyl (2-chloro-4-furan-2-yl-phenoxy)-acetate (130a) in 20 mL abs. EtOH and the mixture was stirred for 16 h at RT. The reaction mixture was diluted with water and acidified to pH 1 with semiconc. aqueous HCl. The precipitate was filtered off, washed with water and dried in a HV. Starting materials: COc1cccc([N+](=O)[O-])c1N, Cl, Cl[Cu], O=N[O-], [Na+], O. Product: COc1cccc([N+](=O)[O-])c1Cl. Reaction SMILES: [CH3:1][O:2][c:3]1[c:4]([NH2:12])[c:5]([N+:9](=[O:10])[O-:11])[cH:6][cH:7][cH:8]1.[ClH:17].[Cu:19][Cl:20].[N:13]([O-:14])=[O:15].[Na+:16].[OH2:18]>>[CH3:1][O:2][c:3]1[c:4]([Cl:17])[c:5]([N+:9](=[O:10])[O-:11])[cH:6][cH:7][cH:8]1. Starting materials: O=C1CCC(=O)N1Br, Oc1ccccc1OCc1ccccc1, CC#N. RXN SMILES: [Br:16][N:17]1[C:18](=[O:19])[CH2:20][CH2:21][C:22]1=[O:23].[CH2:1]([c:2]1[cH:3][cH:4][cH:5][cH:6][cH:7]1)[O:8][c:9]1[c:10]([OH:15])[cH:11][cH:12][cH:13][cH:14]1.[CH3:24][C:25]#[N:26]>>[CH2:1]([c:2]1[cH:3][cH:4][cH:5][cH:6][cH:7]1)[O:8][c:9]1[c:10]([OH:15])[cH:11][cH:12][c:13]([Br:16])[cH:14]1. The product is Oc1ccc(Br)cc1OCc1ccccc1.